Task: describe an organic reaction: reactants, conditions, products, and yield. Dataset: the Open Reaction Database (ORD), a public repository of structured organic reaction records Reactants: O=C([O-])O, COc1cc2[nH]ccc(=O)c2cc1OC, COCCOCCOC, [Na+], O, S=P12SP3(=S)SP(=S)(S1)SP(=S)(S2)S3. The product is COc1cc2[nH]ccc(=S)c2cc1OC. Reaction SMILES: [C:30](=[O:31])([OH:32])[O-:33].[CH3:1][O:2][c:3]1[cH:4][c:5]2[c:6](=[O:15])[cH:7][cH:8][nH:9][c:10]2[cH:11][c:12]1[O:13][CH3:14].[CH3:36][O:37][CH2:38][CH2:39][O:40][CH2:41][CH2:42][O:43][CH3:44].[Na+:34].[OH2:35].[P:16]12(=[S:17])[S:18][P:19]3(=[S:29])[S:20][P:21](=[S:27])([S:22][P:23](=[S:26])([S:24]3)[S:25]1)[S:28]2>>[CH3:1][O:2][c:3]1[cH:4][c:5]2[c:6](=[S:17])[cH:7][cH:8][nH:9][c:10]2[cH:11][c:12]1[O:13][CH3:14]. Starting materials: Cl (hydrochloric acid), FC1=C(C(=CC=C1)F)C1CC(=NO1)C=1N=C(SC1)C1CN(N(CC1)C(=O)OCC)C(=O)OCC (1,2-diethyl 4-[4-[5-(2,6-difluorophenyl)-4,5-dihydro-3-isoxazolyl]-2-thiazolyl]tetrahydro-1,2-pyridazinedicarboxylate), FC1=C(C(=CC=C1)F)C1CC(=NO1)C=1N=C(SC1)C1CN(N(CC1)C(=O)OCC)C(=O)OCC (1,2-diethyl 4-[4-[5-(2,6-difluorophenyl)-4,5-dihydro-3-isoxazolyl]-2-thiazolyl]tetrahydro-1,2-pyridazinedicarboxylate), [OH-].[K+] (potassium hydroxide), C([O-])(O)=O.[Na+] (sodium bicarbonate). Solvent: C(C)O (ethanol), O (water). Conditions: temperature 70 celsius. The product is FC1=C(C(=CC=C1)F)C1CC(=NO1)C=1N=C(SC1)C1CNNCC1 (4-[4-[5-(2,6-difluorophenyl)-4,5-dihydro-3-isoxazolyl]-2-thiazolyl]hexahydropyridazine). As a reaction SMILES: [F:1][C:2]1[CH:7]=[CH:6][CH:5]=[C:4]([F:8])[C:3]=1[CH:9]1[O:13][N:12]=[C:11]([C:14]2[N:15]=[C:16]([CH:19]3[CH2:24][CH2:23][N:22](C(OCC)=O)[N:21](C(OCC)=O)[CH2:20]3)[S:17][CH:18]=2)[CH2:10]1.[OH-].[K+].Cl.C(=O)(O)[O-].[Na+]>C(O)C.O>[F:8][C:4]1[CH:5]=[CH:6][CH:7]=[C:2]([F:1])[C:3]=1[CH:9]1[O:13][N:12]=[C:11]([C:14]2[N:15]=[C:16]([CH:19]3[CH2:24][CH2:23][NH:22][NH:21][CH2:20]3)[S:17][CH:18]=2)[CH2:10]1 |f:1.2,4.5|. Procedure details: A mixture of 1,2-diethyl 4-[4-[5-(2,6-difluorophenyl)-4,5-dihydro-3-isoxazolyl]-2-thiazolyl]tetrahydro-1,2-pyridazinedicarboxylate (i.e. the product of Step G) (4.09 g, 0.0083 mol) and potassium hydroxide (2.32 g, 0.0414 mol) in ethanol (50 mL) and water (5 mL) was heated at reflux for 20 h. The reaction mixture was cooled, acidified by the addition of concentrated hydrochloric acid, and then warmed to about 70° C. for 10 minutes. The reaction mixture was cooled, neutralised by the addition of s...